From a dataset of the Open Reaction Database (ORD), a public repository of structured organic reaction records. describe an organic reaction: reactants, conditions, products, and yield Reactants: CCOCC, CCOP(=O)(OCC)OC1=C(C(=O)OC)C(C)(c2ccc(Cl)c(Cl)c2)CC(C)C1, [Cu]I, [Li]C, [NH4+]. The product is COC(=O)C1=C(C)CC(C)CC1(C)c1ccc(Cl)c(Cl)c1. RXN SMILES: [CH3:33][CH2:34][O:35][CH2:36][CH3:37].[Cl:3][c:4]1[cH:5][c:6]([C:11]2([CH3:31])[CH2:12][CH:13]([CH3:30])[CH2:14][C:15]([O:21][P:22]([O:23][CH2:24][CH3:25])([O:26][CH2:27][CH3:28])=[O:29])=[C:16]2[C:17](=[O:18])[O:19][CH3:20])[cH:7][cH:8][c:9]1[Cl:10].[Cu:38][I:39].[Li:1][CH3:2].[NH4+:32]>>[CH3:2][C:15]1=[C:16]([C:17](=[O:18])[O:19][CH3:20])[C:11]([c:6]2[cH:5][c:4]([Cl:3])[c:9]([Cl:10])[cH:8][cH:7]2)([CH3:31])[CH2:12][CH:13]([CH3:30])[CH2:14]1. Run in C(C)#N (acetonitrile). Reported procedure: tert-Butyl 2-(4-hydroxyphenyl)ethylcarbamate (3.534 g, 14.9 mmol), 2-bromomethyl-benzoic acid methyl ester (3.582 g, 15.6 mmol) and potassium carbonate, anhydrous (3.087 g, 22.3 mmol) were mixed in acetonitrile (50 ml). The mixture was heated to reflux overnight and then evaporated to dry. Water and ethyl acetate were added and the two phases were separated. The organic phase was dried (magnesium sulphate) and evaporated. Chromatography of the residue on a column (ISOLUTE® SI, 20 g/70 ml) using ... Yield: 94.5%. Product: C(C)(C)(C)OC(=O)NCCC1=CC=C(OCC2=C(C(=O)OC)C=CC=C2)C=C1 (Methyl 2-[(4-{2-[(tert-butoxycarbonyl)amino]ethyl}phenoxy)methyl]benzoate). RXN SMILES: [OH:1][C:2]1[CH:7]=[CH:6][C:5]([CH2:8][CH2:9][NH:10][C:11](=[O:17])[O:12][C:13]([CH3:16])([CH3:15])[CH3:14])=[CH:4][CH:3]=1.[CH3:18][O:19][C:20](=[O:29])[C:21]1[CH:26]=[CH:25][CH:24]=[CH:23][C:22]=1[CH2:27]Br.C([O-])([O-])=O.[K+].[K+]>C(#N)C>[C:13]([O:12][C:11]([NH:10][CH2:9][CH2:8][C:5]1[CH:4]=[CH:3][C:2]([O:1][CH2:27][C:22]2[CH:23]=[CH:24][CH:25]=[CH:26][C:21]=2[C:20]([O:19][CH3:18])=[O:29])=[CH:7][CH:6]=1)=[O:17])([CH3:14])([CH3:16])[CH3:15] |f:2.3.4|. The reactants are OC1=CC=C(C=C1)CCNC(OC(C)(C)C)=O (tert-Butyl 2-(4-hydroxyphenyl)ethylcarbamate), COC(C1=C(C=CC=C1)CBr)=O (2-bromomethyl-benzoic acid methyl ester), C(=O)([O-])[O-].[K+].[K+] (potassium carbonate, anhydrous). Product: O=C(Cl)c1ccc2ccccc2c1OCC(F)(F)F. RXN SMILES: [CH3:24][N:25]([CH3:26])[CH:27]=[O:28].[F:1][C:2]([CH2:3][O:4][c:5]1[c:6]([C:15](=[O:16])[OH:17])[cH:7][cH:8][c:9]2[cH:10][cH:11][cH:12][cH:13][c:14]12)([F:18])[F:19].[S:20]([Cl:21])([Cl:22])=[O:23]>>[F:1][C:2]([CH2:3][O:4][c:5]1[c:6]([C:15](=[O:16])[Cl:22])[cH:7][cH:8][c:9]2[cH:10][cH:11][cH:12][cH:13][c:14]12)([F:18])[F:19]. Reactants: CN(C)C=O, O=C(O)c1ccc2ccccc2c1OCC(F)(F)F, O=S(Cl)Cl.